Dataset: the Open Reaction Database (ORD), a public repository of structured organic reaction records. Task: describe an organic reaction: reactants, conditions, products, and yield Starting materials: FC(F)(Br)Br, N#Cc1nn(-c2c(Cl)cc(C(F)(F)F)cc2Cl)cc1C=O, ClCCl, c1ccc(P(c2ccccc2)c2ccccc2)cc1. Product: N#Cc1nn(-c2c(Cl)cc(C(F)(F)F)cc2Cl)cc1C=C(F)F. Reaction SMILES: [Br:41][C:42]([F:43])([F:44])[Br:45].[C:1](#[N:2])[c:3]1[n:4][n:5](-[c:10]2[c:11]([Cl:21])[cH:12][c:13]([C:17]([F:18])([F:19])[F:20])[cH:14][c:15]2[Cl:16])[cH:6][c:7]1[CH:8]=[O:9].[Cl:46][CH2:47][Cl:48].[c:22]1([P:23]([c:24]2[cH:25][cH:26][cH:27][cH:28][cH:29]2)[c:30]2[cH:31][cH:32][cH:33][cH:34][cH:35]2)[cH:36][cH:37][cH:38][cH:39][cH:40]1>>[C:1](#[N:2])[c:3]1[n:4][n:5](-[c:10]2[c:11]([Cl:21])[cH:12][c:13]([C:17]([F:18])([F:19])[F:20])[cH:14][c:15]2[Cl:16])[cH:6][c:7]1[CH:8]=[C:42]([F:43])[F:44]. Starting materials: COc1cccc(-c2cccc(C34CC(O[Si](C)(C)C(C)(C)C)CC3CSC(NC(=O)c3ccccc3)=N4)c2)c1, CCO, CCOC(C)=O, NN. Yields the product COc1cccc(-c2cccc(C34CC(O[Si](C)(C)C(C)(C)C)CC3CSC(N)=N4)c2)c1. RXN SMILES: [C:1]([CH3:2])([CH3:3])([CH3:4])[Si:5]([O:6][CH:7]1[CH2:8][CH:9]2[C:10]([c:25]3[cH:26][c:27](-[c:31]4[cH:32][c:33]([O:37][CH3:38])[cH:34][cH:35][cH:36]4)[cH:28][cH:29][cH:30]3)([N:11]=[C:12]([NH:15][C:16](=[O:17])[c:18]3[cH:19][cH:20][cH:21][cH:22][cH:23]3)[S:13][CH2:14]2)[CH2:24]1)([CH3:39])[CH3:40].[CH3:43][CH2:44][OH:45].[CH3:46][CH2:47][O:48][C:49](=[O:50])[CH3:51].[NH2:41][NH2:42]>>[C:1]([CH3:2])([CH3:3])([CH3:4])[Si:5]([O:6][CH:7]1[CH2:8][CH:9]2[C:10]([c:25]3[cH:26][c:27](-[c:31]4[cH:32][c:33]([O:37][CH3:38])[cH:34][cH:35][cH:36]4)[cH:28][cH:29][cH:30]3)([N:11]=[C:12]([NH2:15])[S:13][CH2:14]2)[CH2:24]1)([CH3:39])[CH3:40]. Reactants: N1=CC=CC2=CC(=CC=C12)CC(=O)O (2-(quinolin-6-yl)acetic acid), C(C(=O)Cl)(=O)Cl (oxalyl chloride), solution, C(C(=O)Cl)(=O)Cl (oxalyl chloride), C1(=CC=CC=C1)C1=CC=C(N=N1)NN (1-(6-phenylpyridazin-3-yl)hydrazine), P(=O)(Cl)(Cl)Cl (phosphorous oxychloride). The reagents and catalysts are CN(C)C=O (DMF). The solvent is C(Cl)Cl (CH2Cl2), C(Cl)Cl (CH2Cl2), CN(C)C=O (DMF), C1(=CC=CC=C1)C (toluene), C1(=CC=CC=C1)C (Toluene). Conditions: temperature 100 celsius, time 3 day. The product is C1(=CC=CC=C1)C=1C=CC=2N(N1)C(=NN2)CC=2C=C1C=CC=NC1=CC2 (6-((6-Phenyl-[1,2,4]triazolo[4,3-b]pyridazin-3-yl)methyl)quinoline). Reaction SMILES: [N:1]1[C:10]2[C:5](=[CH:6][C:7]([CH2:11][C:12](O)=O)=[CH:8][CH:9]=2)[CH:4]=[CH:3][CH:2]=1.C(Cl)(=O)C(Cl)=O.[C:21]1([C:27]2[N:32]=[N:31][C:30]([NH:33][NH2:34])=[CH:29][CH:28]=2)[CH:26]=[CH:25][CH:24]=[CH:23][CH:22]=1.P(Cl)(Cl)(Cl)=O>CN(C=O)C.C(Cl)Cl.C1(C)C=CC=CC=1>[C:21]1([C:27]2[CH:28]=[CH:29][C:30]3[N:31]([C:12]([CH2:11][C:7]4[CH:6]=[C:5]5[C:10](=[CH:9][CH:8]=4)[N:1]=[CH:2][CH:3]=[CH:4]5)=[N:34][N:33]=3)[N:32]=2)[CH:22]=[CH:23][CH:24]=[CH:25][CH:26]=1. Reported procedure: To a 50 ml round-bottomed flask was added 2-(quinolin-6-yl)acetic acid (0.60 g, 3.2 mmol), CH2Cl2 (20 ml) and oxalyl chloride (4.0 ml, 8.0 mmol, 2 M in CH2Cl2) and DMF (0.2 mL of a solution of 1 drop DMF in 1 mL CH2Cl2). After 3 d, an additional 2.5 eq. of oxalyl chloride was added. After 4 h, toluene (1 mL) was added and the mixture was concentrated. Toluene (3 mL) was added and again concentrated. The residue was taken up in CH2Cl2 (20 mL) and 1-(6-phenylpyridazin-3-yl)hydrazine (0.60 g, 3.2 m... Reaction SMILES: [CH3:1][O:2][C:3]([C:5]1[CH:10]=[CH:9][C:8]([C:11]([OH:13])=O)=[CH:7][N:6]=1)=[O:4].S(Cl)([Cl:16])=O.CN(C)C=O>C1(C)C=CC=CC=1>[CH3:1][O:2][C:3]([C:5]1[CH:10]=[CH:9][C:8]([C:11]([Cl:16])=[O:13])=[CH:7][N:6]=1)=[O:4]. Conditions: temperature 70 celsius. Starting materials: COC(=O)C1=NC=C(C=C1)C(=O)O (2-methoxycarbonylpyridine-5-carboxylic acid), S(=O)(Cl)Cl (thionyl chloride), CN(C=O)C (N,N-dimethylformamide). Procedure: 14.5 g (80 mmol) of 2-methoxycarbonylpyridine-5-carboxylic acid are treated with 6.48 ml of thionyl chloride and 2 ml of anhydrous N,N-dimethylformamide in 200 ml of anhydrous toluene. The mixture is heated at 70° C. for 3 h with stirring. It is then concentrated in vacuo and the residue is dissolved in 150 ml of tetrahydrofuran. Product: COC(=O)C1=NC=C(C=C1)C(=O)Cl (2-Methoxycarbonylpyridine-5-carbonyl chloride). The solvent is C1(=CC=CC=C1)C (toluene). Reactants: ClC1=CC(=CC=C1)C(=O)OO (m-Chloroperbenzoic acid), peroxide, C1(=CC=CC=C1)SCC1=C(C=C(C=C1C)C)C1=CC(=C(C=C1)F)C ((4'-fluoro-3,3',5-trimethyl-[1,1'-biphenyl]-2-yl-methyl) phenyl sulfide). Conditions: temperature -78 celsius, time 30 minute. The product is C1(=CC=CC=C1)S(=O)CC1=C(C=C(C=C1C)C)C1=CC(=C(C=C1)F)C ((4'-Fluoro-3,3',5-trimethyl-[1,1'-biphenyl]-2-yl-methyl) phenyl sulfoxide). RXN SMILES: ClC1C=CC=C(C(OO)=[O:9])C=1.[C:12]1([S:18][CH2:19][C:20]2[C:25]([CH3:26])=[CH:24][C:23]([CH3:27])=[CH:22][C:21]=2[C:28]2[CH:33]=[CH:32][C:31]([F:34])=[C:30]([CH3:35])[CH:29]=2)[CH:17]=[CH:16][CH:15]=[CH:14][CH:13]=1>>[C:12]1([S:18]([CH2:19][C:20]2[C:25]([CH3:26])=[CH:24][C:23]([CH3:27])=[CH:22][C:21]=2[C:28]2[CH:33]=[CH:32][C:31]([F:34])=[C:30]([CH3:35])[CH:29]=2)=[O:9])[CH:17]=[CH:16][CH:15]=[CH:14][CH:13]=1. Procedure: m-Chloroperbenzoic acid (tech. grade, approximately 75% peroxide; 1.19 g, aproximately 5 mmoles) was added in small portions to a stirred solution of (4'-fluoro-3,3',5-trimethyl-[1,1'-biphenyl]-2-yl-methyl) phenyl sulfide (1.68 g, 5 mmoles) at -78° C. The reaction mixture was then stirred at -78° C. for 30 minutes and allowed to warm to room temperature. The solution of the product was separated by filtration from the 3-chlorobenzoic acid which was washed with methylene chloride. The combined me... RXN SMILES: Cl.Cl.[Cl:3][C:4]1[CH:5]=[C:6]([C:16]#[C:17][CH2:18][N:19]2[CH2:24][CH2:23][C:22]3([CH2:29][CH2:28][CH2:27][CH2:26][CH2:25]3)[CH2:21][CH2:20]2)[CH:7]=[CH:8][C:9]=1[CH:10]1[CH2:15][CH2:14][CH2:13][CH2:12][CH2:11]1.[OH-].[Na+]>CO>[ClH:3].[Cl:3][C:4]1[CH:5]=[C:6]([CH2:16][CH2:17][CH2:18][N:19]2[CH2:20][CH2:21][C:22]3([CH2:29][CH2:28][CH2:27][CH2:26][CH2:25]3)[CH2:23][CH2:24]2)[CH:7]=[CH:8][C:9]=1[CH:10]1[CH2:15][CH2:14][CH2:13][CH2:12][CH2:11]1 |f:1.2,3.4,6.7|. Solvent: CO (methanol). Procedure details: 3 g of the hydrochloride of the acetylene compound obtained in Example 1 are liberated with aqueous 10% sodium hydroxide solution. The oil obtained after extraction with diethyl ether is washed with saturated sodium chloride solution, dried over magnesium sulphate and concentrated under vacuum. The residual oil is then taken up in 100 ml of ethyl acetate, after which 5 ml of methanol are added, followed by 0.2 g of Pd/BaSO4, and the reaction mixture is hydrogenated at room temperature and at atm... Product: Cl.ClC=1C=C(C=CC1C1CCCCC1)CCCN1CCC2(CC1)CCCCC2 (3-[3-(3-Chloro-4-cyclohexylphenyl)propyl]-3-azaspiro[5.5]undecane hydrochloride). Reactants: Cl (hydrochloride), Cl (hydrochloric acid), Cl.ClC=1C=C(C=CC1C1CCCCC1)C#CCN1CCC2(CC1)CCCCC2 (3-[3-(3-Chloro-4-cyclohexylphenyl)prop-2-ynyl]-3azaspiro[5.5]undecane hydrochloride), [OH-].[Na+] (sodium hydroxide). Starting materials: C1CCNC1, ClCCCl, C1CCOC1, CCN(C(C)C)C(C)C, Cc1ccc(F)cc1C1NC(=O)CC(c2cc(Cl)ccc2OCC(C)(C)C(=O)O)C12C(=O)Nc1cc(Cl)ccc12, Cl, On1nnc2ccccc21. Product: Cc1ccc(F)cc1C1NC(=O)CC(c2cc(Cl)ccc2OCC(C)(C)C(=O)N2CCCC2)C12C(=O)Nc1cc(Cl)ccc12. As a reaction SMILES: [CH2:41]1[CH2:42][CH2:43][NH:44][CH2:45]1.[CH2:46]([Cl:47])[CH2:48][Cl:49].[CH2:70]1[O:71][CH2:72][CH2:73][CH2:74]1.[CH:61]([N:62]([CH2:63][CH3:64])[CH:65]([CH3:66])[CH3:67])([CH3:68])[CH3:69].[Cl:1][c:2]1[cH:3][cH:4][c:5]2[c:9]([cH:10]1)[NH:8][C:7](=[O:11])[C:6]21[CH:12]([c:33]2[c:34]([CH3:40])[cH:35][cH:36][c:37]([F:39])[cH:38]2)[NH:13][C:14](=[O:32])[CH2:15][CH:16]1[c:17]1[c:18]([O:24][CH2:25][C:26]([CH3:27])([CH3:28])[C:29](=[O:30])[OH:31])[cH:19][cH:20][c:21]([Cl:23])[cH:22]1.[ClH:50].[OH:51][n:52]1[c:53]2[c:54]([cH:55][cH:56][cH:57][cH:58]2)[n:59][n:60]1>>[Cl:1][c:2]1[cH:3][cH:4][c:5]2[c:9]([cH:10]1)[NH:8][C:7](=[O:11])[C:6]21[CH:12]([c:33]2[c:34]([CH3:40])[cH:35][cH:36][c:37]([F:39])[cH:38]2)[NH:13][C:14](=[O:32])[CH2:15][CH:16]1[c:17]1[c:18]([O:24][CH2:25][C:26]([CH3:27])([CH3:28])[C:29](=[O:30])[N:44]2[CH2:43][CH2:42][CH2:41][CH2:45]2)[cH:19][cH:20][c:21]([Cl:23])[cH:22]1. Starting materials: O=C([O-])[O-], CI, CCC(C)=O, [K+], [K+], Nc1c(O)cccc1[N+](=O)[O-]. Yields the product COc1cccc([N+](=O)[O-])c1N. As a reaction SMILES: [C:12](=[O:13])([O-:14])[O-:15].[CH3:18][I:19].[CH3:20][C:21](=[O:22])[CH2:23][CH3:24].[K+:16].[K+:17].[NH2:1][c:2]1[c:3]([OH:11])[cH:4][cH:5][cH:6][c:7]1[N+:8](=[O:9])[O-:10]>>[NH2:1][c:2]1[c:3]([O:11][CH3:12])[cH:4][cH:5][cH:6][c:7]1[N+:8](=[O:9])[O-:10].